From a dataset of the Open Reaction Database (ORD), a public repository of structured organic reaction records. describe an organic reaction: reactants, conditions, products, and yield Starting materials: resultant mixture, OC1=C(N=NC(=C1)Cl)Cl (4-hydroxy-3,6-dichloropyridazine), C1(CC1)C1=C(C(=CC=C1)C)O (2-cyclopropyl-6-methylphenol), Cl (hydrochloric acid), CN(C1=CC=CC=C1)C (dimethylaniline), [OH-].[K+] (potassium hydroxide). Run in CO (methanol). Yields the product ClC1=CC(=C(N=N1)OC1=C(C=CC=C1C)C1CC1)O (6-chloro-3-(2-cyclopropyl-6-methylphenoxy)-4-pyridazinol). The yield is 74.8%. RXN SMILES: [OH:1][C:2]1[CH:7]=[C:6]([Cl:8])[N:5]=[N:4][C:3]=1Cl.[CH:10]1([C:13]2[CH:18]=[CH:17][CH:16]=[C:15]([CH3:19])[C:14]=2[OH:20])[CH2:12][CH2:11]1.CN(C)C1C=CC=CC=1.[OH-].[K+].Cl>CO>[Cl:8][C:6]1[N:5]=[N:4][C:3]([O:20][C:14]2[C:15]([CH3:19])=[CH:16][CH:17]=[CH:18][C:13]=2[CH:10]2[CH2:11][CH2:12]2)=[C:2]([OH:1])[CH:7]=1 |f:3.4|. Reported procedure: To a mixture of 306 mg (purity: 99.0%; 1.84 mmol) of 4-hydroxy-3,6-dichloropyridazine and 830 mg (5.51 mmol) of 2-cyclopropyl-6-methylphenol were added dimethylaniline (2.76 g) and 331 mg (5.62 mmol) of 95% potassium hydroxide at room temperature. The resultant mixture was heated to 180° C. while stirring, and stirred at that temperature for 4 hours. Then, the resultant reaction mixture was cooled to room temperature, and a 1 N aqueous hydrochloric acid solution and methanol were added to the re... Starting materials: ClC=1C(=C(C(=C2CC(CC12)(C)CC)C)C)C=O (7-chloro-2-ethyl-2,4,5-trimethylindan-6-carboxaldehyde), O (water), [OH-].[Na+] (NaOH), CC(=O)C (acetone), Cl (HCl). Yields the product ClC=1C(=C(C(=C2CC(CC12)(C)CC)C)C)C=CC(C)=O (4-(7-Chloro-2-ethyl-2,4,5-trimethylindan-6-yl)-3-buten-2-one). Isolated yield 73.7%. As a reaction SMILES: [Cl:1][C:2]1[C:3]([CH:16]=O)=[C:4]([CH3:15])[C:5]([CH3:14])=[C:6]2[C:10]=1[CH2:9][C:8]([CH2:12][CH3:13])([CH3:11])[CH2:7]2.O.[OH-].[Na+].Cl.[CH3:22][C:23]([CH3:25])=[O:24]>>[Cl:1][C:2]1[C:3]([CH:16]=[CH:22][C:23](=[O:24])[CH3:25])=[C:4]([CH3:15])[C:5]([CH3:14])=[C:6]2[C:10]=1[CH2:9][C:8]([CH2:12][CH3:13])([CH3:11])[CH2:7]2 |f:2.3|. Procedure: To a solution of 14.7 g of the 7-chloro-2-ethyl-2,4,5-trimethylindan-6-carboxaldehyde in 45 ml of absolute acetone was added 22 ml of water and 24 g of 2% NaOH. After refluxing for 20 hours, the solution was acidified with 2N HCl and extracted with diethyl ether. The organic layer was dried over anhydrous magnesium sulfate, filtered and evaporated under reduced pressure. The residue was purified by silica-gel column chromatography to afford 12.65 g of the title compound as brown oil. Reactants: CC(=O)O[C@@H]1C[C@]2([C@@H](CC[C@@H]2O)C3=C1[C@@]4(C=5C(=COC5C3=O)C(=O)O[C@@H]4COC)C)C (17-hydroxywortmannin), N(CCO)CCO (diethanolamine). Run in C(Cl)Cl (CH2Cl2). Run at time 12 hour. Yields the product OCCN(CCO)C=C1C(OC(C2(C=3C(CC4(C(CCC4C3C(C(=C12)O)=O)O)C)OC(C)=O)C)COC)=O (Acetic acid 4-{[bis-(2-hydroxy-ethyl)-amino]-methylene}-6,17-dihydroxy-1-methoxymethyl-10,13-dimethyl-3,7-dioxo-1,3,4,7,10,11,12,13,14,15,16,17-dodecahydro-2-oxa-cyclopenta[a]phenanthren-11-yl ester). As a reaction SMILES: [CH3:1][C:2]([O:4][C@H:5]1[C:14]2[C@@:15]3([CH3:30])[C@@H:26]([CH2:27][O:28][CH3:29])[O:25][C:23](=[O:24])[C:17]4=[CH:18][O:19][C:20]([C:21](=[O:22])[C:13]=2[C@@H:8]2[CH2:9][CH2:10][C@H:11]([OH:12])[C@@:7]2([CH3:31])[CH2:6]1)=[C:16]34)=[O:3].[NH:32]([CH2:36][CH2:37][OH:38])[CH2:33][CH2:34][OH:35]>C(Cl)Cl>[OH:35][CH2:34][CH2:33][N:32]([CH:18]=[C:17]1[C:16]2[C:15]([CH3:30])([C:14]3[CH:5]([O:4][C:2](=[O:3])[CH3:1])[CH2:6][C:7]4([CH3:31])[CH:8]([C:13]=3[C:21](=[O:22])[C:20]=2[OH:19])[CH2:9][CH2:10][CH:11]4[OH:12])[CH:26]([CH2:27][O:28][CH3:29])[O:25][C:23]1=[O:24])[CH2:36][CH2:37][OH:38]. Procedure details: To a solution of 100 mg (0.23 mmol) 17-hydroxywortmannin in 2 mL CH2Cl2 is added diethanolamine (45 μL, 0.46 mmol). The reaction mixture is stirred at room temperature for 12 hours and then concentrated in vacuo. The residue is dissolved in EtOAc and precipitated with hexane. The precipitate is washed two times with hexane to give the product as a yellow solid. MS (ESI) m/z 537 (M+H). Reactants: CCc1ncc(CC(=O)OC)cc1Cc1nc2c(F)c(F)cc(F)c2s1, COCCOC, [Cl-], Cl, [Na+], [Na+], [OH-]. Product: Cl, CCc1ncc(CC(=O)O)cc1Cc1nc2c(F)c(F)cc(F)c2s1. Reaction SMILES: [CH3:1][O:2][C:3]([CH2:4][c:5]1[cH:6][n:7][c:8]([CH2:24][CH3:25])[c:9]([CH2:11][c:12]2[s:13][c:14]3[c:15]([n:16]2)[c:17]([F:23])[c:18]([F:22])[cH:19][c:20]3[F:21])[cH:10]1)=[O:26].[CH3:30][O:31][CH2:32][CH2:33][O:34][CH3:35].[Cl-:36].[ClH:29].[Na+:28].[Na+:37].[OH-:27]>>[ClH:29].[O:2]=[C:3]([CH2:4][c:5]1[cH:6][n:7][c:8]([CH2:24][CH3:25])[c:9]([CH2:11][c:12]2[s:13][c:14]3[c:15]([n:16]2)[c:17]([F:23])[c:18]([F:22])[cH:19][c:20]3[F:21])[cH:10]1)[OH:26]. Starting materials: N1(C=NC2=C1C=CC=C2)CC2=CC=C(C=C2)C=2OC(=C(N2)CO)C ({2-{4-[(1H-benzimidazol-1-yl)methyl]phenyl}-5-methyl-1,3-oxazole-4-yl}methanol), S(=O)(Cl)Cl (thionyl chloride). The solvent is C(Cl)Cl (CH2Cl2), C(Cl)Cl (CH2Cl2). Reaction conditions: time 30 minute. Product: ClCC=1N=C(OC1C)C1=CC=C(CN2C=NC3=C2C=CC=C3)C=C1 (1-{4-[4-(Chloromethyl)-5-methyl-1,3-oxazol-2-yl]benzyl}-1H-benzimidazole). RXN SMILES: [N:1]1([CH2:10][C:11]2[CH:16]=[CH:15][C:14]([C:17]3[O:18][C:19]([CH3:24])=[C:20]([CH2:22]O)[N:21]=3)=[CH:13][CH:12]=2)[C:5]2[CH:6]=[CH:7][CH:8]=[CH:9][C:4]=2[N:3]=[CH:2]1.S(Cl)([Cl:27])=O>C(Cl)Cl>[Cl:27][CH2:22][C:20]1[N:21]=[C:17]([C:14]2[CH:15]=[CH:16][C:11]([CH2:10][N:1]3[C:5]4[CH:6]=[CH:7][CH:8]=[CH:9][C:4]=4[N:3]=[CH:2]3)=[CH:12][CH:13]=2)[O:18][C:19]=1[CH3:24]. Procedure: A solution of {2-{4-[(1H-benzimidazol-1-yl)methyl]phenyl}-5-methyl-1,3-oxazole-4-yl}methanol (0.045 g, 0.14 mmol) in CH2Cl2 was treated with a solution of thionyl chloride (0.10 mL, 1.4 mmol) in CH2Cl2 (2 mL), heated to reflux temperature, stirred for 30 min, cooled to room temperature and concentrated in vacuo. The resultant residue was partitioned between CH2Cl2 and water. The organic phase was separated, washed with water, brine, dried over Na2SO4, and evaporated to dryness under reduced pres... The reactants are CC1=NOC=C1C(=O)O (3-methylisoxazole-4-carboxylic acid), FC(OC1=C(C=CC=C1)C=1C(=NC(=CC1)N)N)(F)F (3-[2-(trifluoromethoxy)phenyl]pyridine-2,6-diamine), N1=C(C=CC=C1C)C (2,6-lutidine), S(=O)(Cl)Cl (thionyl chloride). Solvent: C(C)(C)OC(C)=O (isopropylacetate), C(C)(C)OC(C)=O (isopropylacetate). Conditions: temperature 70 celsius, time 30 minute. The product is NC1=C(C=CC(=N1)NC(=O)C=1C(=NOC1)C)C1=C(C=CC=C1)OC(F)(F)F (N-{6-Amino-5-[2-(trifluoromethoxy)phenyl]pyridin-2-yl}-3-methylisoxazole-4-carboxamide). Yield: 46.0%. Reaction SMILES: [CH3:1][C:2]1[C:6]([C:7]([OH:9])=O)=[CH:5][O:4][N:3]=1.S(Cl)(Cl)=O.[F:14][C:15]([F:32])([F:31])[O:16][C:17]1[CH:22]=[CH:21][CH:20]=[CH:19][C:18]=1[C:23]1[C:24]([NH2:30])=[N:25][C:26]([NH2:29])=[CH:27][CH:28]=1.N1C(C)=CC=CC=1C>C(OC(=O)C)(C)C>[NH2:30][C:24]1[N:25]=[C:26]([NH:29][C:7]([C:6]2[C:2]([CH3:1])=[N:3][O:4][CH:5]=2)=[O:9])[CH:27]=[CH:28][C:23]=1[C:18]1[CH:19]=[CH:20][CH:21]=[CH:22][C:17]=1[O:16][C:15]([F:32])([F:14])[F:31]. Reported procedure: To a suspension of 3-methylisoxazole-4-carboxylic acid (2.58 g, 20 mmol) in isopropylacetate (26 ml) was added thionyl chloride (2.4 g, 1.47 ml, 20 mmol) and the reaction heated to 70° C. for 5 hours before cooling to room temperature. 11/12ths of this solution was added dropwise to a solution of 3-[2-(trifluoromethoxy)phenyl]pyridine-2,6-diamine (Preparation 2, 4.56 g, 16.9 mmol) and 2,6-lutidine (3.98 g, 4.3 ml, 37.2 mmol) in isopropylacetate (23 ml). The reaction was stirred at room temperatu... Starting materials: [O-]C#N.[K+] (Potassium cyanate), C(C)OC(CNC1CCN(CC1)C(=O)OC(C)(C)C)=O (tert-butyl 4-[(2-ethoxy-2-oxoethyl)amino]piperidine-1-carboxylate), C(C)(=O)O (Acetic acid). The solvent is O (water). Conditions: temperature 40 celsius, time 16 hour. Product: O=C1N(CC(N1)=O)C1CCN(CC1)C(=O)OC(C)(C)C (tert-Butyl 4-(2,4-dioxoimidazolidin-1-yl)piperidine-1-carboxylate). Yield: 30.3%. RXN SMILES: [O-:1][C:2]#[N:3].[K+].C(O[C:8](=[O:24])[CH2:9][NH:10][CH:11]1[CH2:16][CH2:15][N:14]([C:17]([O:19][C:20]([CH3:23])([CH3:22])[CH3:21])=[O:18])[CH2:13][CH2:12]1)C.C(O)(=O)C>O>[O:1]=[C:2]1[NH:3][C:8](=[O:24])[CH2:9][N:10]1[CH:11]1[CH2:12][CH2:13][N:14]([C:17]([O:19][C:20]([CH3:21])([CH3:22])[CH3:23])=[O:18])[CH2:15][CH2:16]1 |f:0.1|. Reported procedure: Potassium cyanate (31 mg, 0.384 mmol) was added to a solution of tert-butyl 4-[(2-ethoxy-2-oxoethyl)amino]piperidine-1-carboxylate (100 mg, 0.384 mmol) in water (2 mL). Acetic acid was then added to adjust pH of reaction to 4-5 and the mixture was heated at 40° C. After 16 h, the reaction was cooled to ambient temperature and purified by reverse phase HPLC (C-18, 95% water/acetonitrile→5% water/acetonitrile with 0.1% trifluoroacetic acid) to give the title compound (33 mg).